Dataset: the Open Reaction Database (ORD), a public repository of structured organic reaction records. Task: describe an organic reaction: reactants, conditions, products, and yield Reactants: COC1=CC=C(C=C1)C(C1=CC=CC=C1)(C1=CC=C(C=C1)OC)NC1=N[C@](C(C(N1C)=O)(C)C)(C)C1=C(C=CC(=C1)Br)F ((S)-2-{[bis-(4-methoxy-phenyl)-phenyl-methyl]-amino}-6-(5-bromo-2-fluoro-phenyl)-3,5,5,6-tetramethyl-5,6-dihydro-3H-pyrimidin-4-one), COC1=CC=C(C=C1)C(C1=CC=CC=C1)(C1=CC=C(C=C1)OC)NC1=N[C@](C(C(N1C)=O)(C)C)(C)C1=C(C=CC(=C1)Br)F ((S)-2-{[bis-(4-methoxy-phenyl)-phenyl-methyl]-amino}-6-(5-bromo-2-fluoro-phenyl)-3,5,5,6-tetramethyl-5,6-dihydro-3H-pyrimidin-4-one), NC1=C(C=C(C#N)C=C1)Cl (4-amino-3-chloro-benzonitrile). The product is NC=1N(C(C([C@@](N1)(C)C=1C=C(C=CC1F)NC1=C(C=C(C#N)C=C1)Cl)(C)C)=O)C (4-[3-((S)-2-Amino-1,4,5,5-tetramethyl-6-oxo-1,4,5,6-tetrahydro-pyrimidin-4-yl)-4-fluoro-phenylamino]-3-chloro-benzonitrile). Reaction SMILES: COC1C=CC(C([NH:24][C:25]2[N:30]([CH3:31])[C:29](=[O:32])[C:28]([CH3:34])([CH3:33])[C@:27]([C:36]3[CH:41]=[C:40](Br)[CH:39]=[CH:38][C:37]=3[F:43])([CH3:35])[N:26]=2)(C2C=CC(OC)=CC=2)C2C=CC=CC=2)=CC=1.[NH2:44][C:45]1[CH:52]=[CH:51][C:48]([C:49]#[N:50])=[CH:47][C:46]=1[Cl:53]>>[NH2:24][C:25]1[N:30]([CH3:31])[C:29](=[O:32])[C:28]([CH3:34])([CH3:33])[C@:27]([C:36]2[CH:41]=[C:40]([NH:44][C:45]3[CH:52]=[CH:51][C:48]([C:49]#[N:50])=[CH:47][C:46]=3[Cl:53])[CH:39]=[CH:38][C:37]=2[F:43])([CH3:35])[N:26]=1. Reported procedure: The coupling of (S)-2-{[bis-(4-methoxy-phenyl)-phenyl-methyl]-amino}-6-(5-bromo-2-fluoro-phenyl)-3,5,5,6-tetramethyl-5,6-dihydro-3H-pyrimidin-4-one (intermediate K) and 4-amino-3-chloro-benzonitrile according to procedure B followed by deprotection yielded the title compound as a white solid. MS (ESI): m/z=414.1 and 416.1 [M+H]+. The reactants are FC1=C(C=CC(=C1)N)CC(=O)O (2-fluoro-4-aminophenylacetic acid), B(F)(F)F.CCOCC (boron trifluoride etherate). Run in C(C)O (ethanol). The product is FC1=C(C=CC(=C1)N)CC(=O)OCC (ethyl 2-fluoro-4-aminophenylacetate). As a reaction SMILES: [F:1][C:2]1[CH:7]=[C:6]([NH2:8])[CH:5]=[CH:4][C:3]=1[CH2:9][C:10]([OH:12])=[O:11].B(F)(F)F.[CH3:17][CH2:18]OCC>C(O)C>[F:1][C:2]1[CH:7]=[C:6]([NH2:8])[CH:5]=[CH:4][C:3]=1[CH2:9][C:10]([O:12][CH2:17][CH3:18])=[O:11] |f:1.2|. Procedure: A solution of 8.2 g. of 2-fluoro-4-aminophenylacetic acid, 150 ml. of absolute ethanol, and 3 ml. of boron trifluoride etherate is heated to reflux for 15 hours. The solution is concentrated by distillation and then evaporated to dryness in vacuo. The residue is dissolved in ethyl ether, washed with aqueous sodium bicarbonate dried and evaporated to yield ethyl 2-fluoro-4-aminophenylacetate. A mixture of 5.0 g. of this amine, 9.4 g. of 1-bromohexadecane, 4.2 g. of anhydrous potassium carbonate a... The product is ClC1=CC=C(C=C1)C1(OC1)C(C)(C)OC1=CC=C(C=C1)Cl (2-(4-chlorophenyl)-2-[2-(p-chlorophenoxy)-2-propyl]oxirane). The yield is 53.9%. Conditions: time 5 day. RXN SMILES: S(OC)(O[CH3:5])(=O)=O.CSC.[Cl:11][C:12]1[CH:30]=[CH:29][C:15]([O:16][C:17]([C:20]([C:22]2[CH:27]=[CH:26][C:25]([Cl:28])=[CH:24][CH:23]=2)=[O:21])([CH3:19])[CH3:18])=[CH:14][CH:13]=1.C[O-].[Na+]>C(#N)C>[Cl:28][C:25]1[CH:26]=[CH:27][C:22]([C:20]2([C:17]([O:16][C:15]3[CH:14]=[CH:13][C:12]([Cl:11])=[CH:30][CH:29]=3)([CH3:19])[CH3:18])[CH2:5][O:21]2)=[CH:23][CH:24]=1 |f:3.4|. Starting materials: S(=O)(=O)(OC)OC (dimethyl sulphate), ClC1=CC=C(OC(C)(C)C(=O)C2=CC=C(C=C2)Cl)C=C1 (4-chlorophenyl 2-(p-chlorophenoxy)-2-propyl ketone), C[O-].[Na+] (sodium methylate), CSC (dimethyl sulphide). The solvent is C(C)#N (acetonitrile), C(C)#N (acetonitrile). Reported procedure: A solution of 59.2 g (0.47 mole) of dimethyl sulphate and 32 g (0.517 mole) of dimethyl sulphide in 270 ml of acetonitrile is allowed to stir at room temperature for 5 days. Then, at 20° to 25° C., a solution of 87 g of 4-chlorophenyl 2-(p-chlorophenoxy)-2-propyl ketone in 80 ml of acetonitrile is added dropwise within about 2 hours. At the same temperature, 28.7 g (0.53 mole) of sodium methylate are added, the mixture is allowed to stir for 12 hours and then evaporated. The residue is vigorousl... Reactants: C([O-])(O)=O.[Na+] (sodium bicarbonate), BrC=1C=C(C(=NC1)C#N)OC1=C(C=C(C=C1)F)Br (5-bromo-3-(2-bromo-4-fluorophenoxy)picolinonitrile), COC=1C=C(C=CC1)S (3-methoxybenzenethiol), [H-].[Na+] (NaH). Solvent: CN(C)C=O (DMF). Run at temperature 0 celsius, time 30 minute. Yields the product BrC1=C(OC=2C(=NC=C(C2)SC2=CC(=CC=C2)OC)C#N)C=CC(=C1)F (3-(2-bromo-4-fluorophenoxy)-5-(3-methoxyphenylthio)picolinonitrile). The yield is 103.4%. As a reaction SMILES: Br[C:2]1[CH:3]=[C:4]([O:10][C:11]2[CH:16]=[CH:15][C:14]([F:17])=[CH:13][C:12]=2[Br:18])[C:5]([C:8]#[N:9])=[N:6][CH:7]=1.[CH3:19][O:20][C:21]1[CH:22]=[C:23]([SH:27])[CH:24]=[CH:25][CH:26]=1.[H-].[Na+].C(=O)(O)[O-].[Na+]>CN(C=O)C>[Br:18][C:12]1[CH:13]=[C:14]([F:17])[CH:15]=[CH:16][C:11]=1[O:10][C:4]1[C:5]([C:8]#[N:9])=[N:6][CH:7]=[C:2]([S:27][C:23]2[CH:24]=[CH:25][CH:26]=[C:21]([O:20][CH3:19])[CH:22]=2)[CH:3]=1 |f:2.3,4.5|. Procedure: A 500 mL flask was charged with 5-bromo-3-(2-bromo-4-fluorophenoxy)picolinonitrile (10 g, 26.9 mmol), 3-methoxybenzenethiol (3.34 mL, 26.9 mmol), and DMF (250 mL). The reaction was cooled to 0° C. and NaH (0.710 g, 29.6 mmol) was added slowly. The reaction stirred for 30 minutes at 0° C. The reaction was poured into saturated aqueous sodium bicarbonate and extracted with EtOAc. The organic layer was dried with sodium sulfate, filtered and concentrated in vacuo to afford 3-(2-bromo-4-fluorophenox...